From a dataset of the Open Reaction Database (ORD), a public repository of structured organic reaction records. describe an organic reaction: reactants, conditions, products, and yield Starting materials: [N+](=O)([O-])\C=C(/C)\C1=NC=CC=C1 ((E)-1-nitro-2-(pyridin-2-yl)-1-propene), C1(=CC=CC=C1)[SiH3] (phenylsilane), O (water), O (Water), poly(methylhydrosiloxane). The reagents and catalysts are C[C@@H]([C]1[CH][CH][CH][C]1P(C2=CC=CC=C2)C3=CC=CC=C3)P(C4CCCCC4)C5CCCCC5.[CH]1[CH][CH][CH][CH]1.[Fe] ((S)—(R)-JOSIPHOS). Solvent: C1(=CC=CC=C1)C (toluene), CC(C)([O-])C.[Cu+] (copper (I) tert-butoxide), C1(=CC=CC=C1)C (toluene). Conditions: time 30 minute. Product: [N+](=O)([O-])CC(C)C1=NC=CC=C1 (1-nitro-2-(pyridin-2-yl)propane). Isolated yield 55.0%. As a reaction SMILES: C1([SiH3])C=CC=CC=1.O.[N+:9](/[CH:12]=[C:13](/[C:15]1[CH:20]=[CH:19][CH:18]=[CH:17][N:16]=1)\[CH3:14])([O-:11])=[O:10]>CC(C)([O-])C.[Cu+].C1(C)C=CC=CC=1.C[C@H](P(C1CCCCC1)C1CCCCC1)[C]1[C](P(C2C=CC=CC=2)C2C=CC=CC=2)[CH][CH][CH]1.[CH]1[CH][CH][CH][CH]1.[Fe]>[N+:9]([CH2:12][CH:13]([C:15]1[CH:20]=[CH:19][CH:18]=[CH:17][N:16]=1)[CH3:14])([O-:11])=[O:10] |f:3.4,6.7.8,^1:48,49,63,64,65,66,67,68,69,70|. Procedure: In a 10 mL Schlenk-flask, 6.8 mg of copper (I) tert-butoxide and 55 μmol of (S)—(R)-JOSIPHOS were dissolved in 5 ml of toluene. After stirring for 30 minutes at room temperature to give an asymmetric copper complex. This solution to the amount containing 10 μmol of the asymmetric copper complex were mixed with 4.9 ml of toluene, and 6 μL (0.1 mmol) of poly(methylhydrosiloxane) (15-40 mPas (20° C.), d=1.004 g/mL, nD20=1.398, produced by Fluka) were added thereto. Further, 185 μL of (1.5 mmol) of ... Starting materials: [Br-].C(C)(=O)NC=1SC=C(N1)C[P+](C1=CC=CC=C1)(C1=CC=CC=C1)C1=CC=CC=C1 ({[2-(acetylamino)-1,3-thiazol-4-yl]methyl}(triphenyl)phosphoniumbromide), CC(C)([O-])C.[K+] (potassium tert-butoxide), O1C(OCC1)C=1C=C(SC1[Si](C)(C)C)C=O (4-(1,3-dioxolan-2-yl)-5-(trimethylsilyl)thiophene-2-carbaldehyde), Cl (Hydrochloric acid). Run in CN(C=O)C (N,N-dimethylformamide), CN(C=O)C (N,N-dimethylformamide), O (water). Conditions: time 1 hour. The product is O1C(OCC1)C=1C=C(SC1[Si](C)(C)C)C=CC=1N=C(SC1)NC(C)=O (N-(4-{2-[4-(1,3-dioxolan-2-yl)-5-(trimethylsilyl)thiophen-2-yl]vinyl}-1,3-thiazol-2-yl)acetamide). Isolated yield 95.0%. RXN SMILES: [Br-].[C:2]([NH:5][C:6]1[S:7][CH:8]=[C:9]([CH2:11][P+](C2C=CC=CC=2)(C2C=CC=CC=2)C2C=CC=CC=2)[N:10]=1)(=[O:4])[CH3:3].CC(C)([O-])C.[K+].[O:37]1[CH2:41][CH2:40][O:39][CH:38]1[C:42]1[CH:43]=[C:44]([CH:51]=O)[S:45][C:46]=1[Si:47]([CH3:50])([CH3:49])[CH3:48].Cl>CN(C)C=O.O>[O:37]1[CH2:41][CH2:40][O:39][CH:38]1[C:42]1[CH:43]=[C:44]([CH:51]=[CH:11][C:9]2[N:10]=[C:6]([NH:5][C:2](=[O:4])[CH3:3])[S:7][CH:8]=2)[S:45][C:46]=1[Si:47]([CH3:50])([CH3:49])[CH3:48] |f:0.1,2.3|. Reported procedure: To a solution of {[2-(acetylamino)-1,3-thiazol-4-yl]methyl}(triphenyl)phosphoniumbromide (7.970 g, 16.03 mmol) in anhydrous N,N-dimethylformamide (32 ml) was added potassium tert-butoxide (3.687 g, 32.86 mmol) at 0° C., and the mixture was stirred for 1 hr. A solution of 4-(1,3-dioxolan-2-yl)-5-(trimethylsilyl)thiophene-2-carbaldehyde (2.740 g, 10.69 mmol) in anhydrous N,N-dimethylformamide (6 ml) was added dropwise, and the mixture was stirred for 1 hr. 1M Hydrochloric acid (17.0 ml) and iced w... Starting materials: [H-].[Na+] (sodium hydride), CO (methanol), ClC1=C(CC=2N=NC=CC2)C=CC(=C1)Cl (3-(2,4-dichlorobenzyl)pyridazine). Product: C[O-].[Na+] (sodium methoxide), COC(C1=CC=CC=C1)C=1N=NC=CC1 ((±) 3-α-methoxybenzylpyridazine). As a reaction SMILES: [H-].[Na+:2].Cl[C:4]1[CH:16]=[C:15](Cl)[CH:14]=[CH:13][C:5]=1[CH2:6][C:7]1[N:8]=[N:9][CH:10]=[CH:11][CH:12]=1.[CH3:18][OH:19]>>[CH3:18][O-:19].[Na+:2].[CH3:18][O:19][CH:6]([C:7]1[N:8]=[N:9][CH:10]=[CH:11][CH:12]=1)[C:5]1[CH:13]=[CH:14][CH:15]=[CH:16][CH:4]=1 |f:0.1,4.5|. Reported procedure: A solution of sodium methoxide was prepared by the addition of sodium hydride (0.72 g.) to methanol (25 ml.). (±) 3-α-Chlorobenzylpyridazine (prepared as described in Example 2) (4.1 g.) was heated at reflux in this solution for 2 hours and the mixture was evaporated to dryness. The residue was dissolved in a mixture of diethyl ether and water and the ethereal layer was separated, dried over sodium sulphate and evaporated to give a brown oil. Distillation of this oil gave (±) 3-α-methoxybenzylpy... Reactants: C1(CCCC1)N1N=C(C2=CC=C(C=C12)C(=O)Cl)CC (1-cyclopentyl-3-ethyl-1H-indazole-6-carbonyl chloride), NCCC1=CC=NC=C1 (4-(2-aminoethyl)pyridine). Yields the product N1=CC=C(C=C1)CCNC(=O)C1=CC=C2C(=NN(C2=C1)C1CCCC1)CC (1-Cyclopentyl-3-ethyl-1H-indazole-6-carboxylic acid(2-pyridin-4-yl-ethyl)-amide). The yield is 34.2%. RXN SMILES: [CH:1]1([N:6]2[C:14]3[C:9](=[CH:10][CH:11]=[C:12]([C:15](Cl)=[O:16])[CH:13]=3)[C:8]([CH2:18][CH3:19])=[N:7]2)[CH2:5][CH2:4][CH2:3][CH2:2]1.[NH2:20][CH2:21][CH2:22][C:23]1[CH:28]=[CH:27][N:26]=[CH:25][CH:24]=1>>[N:26]1[CH:27]=[CH:28][C:23]([CH2:22][CH2:21][NH:20][C:15]([C:12]2[CH:13]=[C:14]3[C:9]([C:8]([CH2:18][CH3:19])=[N:7][N:6]3[CH:1]3[CH2:5][CH2:4][CH2:3][CH2:2]3)=[CH:10][CH:11]=2)=[O:16])=[CH:24][CH:25]=1. Procedure details: This compound was prepared according to the method of Example 15, using 78 mg (0.282 mmol, 1.0 equiv) 1-cyclopentyl-3-ethyl-1H-indazole-6-carbonyl chloride and 36 μL (0.295 mmol, 1.05 equiv) 4-(2-aminoethyl)pyridine as starting materials, to give 35 mg (35%) of white crystals: mp 123-126° C.; Anal. calcd for C22H26N4O.¼H2O: C, 72.01; H, 7.28; N, 15.27. Found: C, 71.77; H, 7.45; N, 15.23. Starting materials: ClC1=C(C#N)C=CC(=C1)OC1=CC(=C(C=C1)C(C(C(F)(F)F)(C=1C=C2C(=CC(=NC2=CC1)OC(C)C)C(F)(F)F)O)C)Cl (2-chloro-4-{3-chloro-4-[3,3,3-trifluoro-2-hydroxy-2-(2-isopropoxy-4-trifluoromethyl-quinolin-6-yl)-1-methyl-propyl]-phenoxy}-benzonitrile), Cl (HCl), [OH-].[Na+] (NaOH). Solvent: C(C)(=O)O (acetic acid). Reaction conditions: temperature 60 celsius, time 24 hour. The product is ClC1=C(C#N)C=CC(=C1)OC1=CC(=C(C=C1)C(C(C(F)(F)F)(C=1C=C2C(=CC(NC2=CC1)=O)C(F)(F)F)O)C)Cl (2-Chloro-4-{3-chloro-4-[3,3,3-trifluoro-2-hydroxy-1-methyl-2-(2-oxo-4-trifluoromethyl-1,2-dihydro-quinolin-6-yl)-propyl]-phenoxy}-benzonitrile). Yield: 92.9%. As a reaction SMILES: [Cl:1][C:2]1[CH:9]=[C:8]([O:10][C:11]2[CH:16]=[CH:15][C:14]([CH:17]([CH3:42])[C:18]([OH:41])([C:23]3[CH:24]=[C:25]4[C:30](=[CH:31][CH:32]=3)[N:29]=[C:28]([O:33]C(C)C)[CH:27]=[C:26]4[C:37]([F:40])([F:39])[F:38])[C:19]([F:22])([F:21])[F:20])=[C:13]([Cl:43])[CH:12]=2)[CH:7]=[CH:6][C:3]=1[C:4]#[N:5].Cl.[OH-].[Na+]>C(O)(=O)C>[Cl:1][C:2]1[CH:9]=[C:8]([O:10][C:11]2[CH:16]=[CH:15][C:14]([CH:17]([CH3:42])[C:18]([OH:41])([C:23]3[CH:24]=[C:25]4[C:30](=[CH:31][CH:32]=3)[NH:29][C:28](=[O:33])[CH:27]=[C:26]4[C:37]([F:38])([F:39])[F:40])[C:19]([F:20])([F:22])[F:21])=[C:13]([Cl:43])[CH:12]=2)[CH:7]=[CH:6][C:3]=1[C:4]#[N:5] |f:2.3|. Procedure details: To 2-chloro-4-{3-chloro-4-[3,3,3-trifluoro-2-hydroxy-2-(2-isopropoxy-4-trifluoromethyl-quinolin-6-yl)-1-methyl-propyl]-phenoxy}-benzonitrile (53 mg) was added acetic acid (270 mg) and aqueous HCl (37%, 92 mg). The mixture was stirred at 60° C. for 24 h. The mixture was neutralized with aqueous NaOH solution and extracted with ethyl acetate. The organic phase was washed with water, dried (MgSO4), filtered and concentrated to dryness to give the title compound (46 mg) as an orange solid. MS (m/e, ... The reactants are Cl.[N+](=O)([O-])C1=CC=C2CCC(CC2=C1)N(C)CC1=CC=CC=C1 (7-nitro-2-((phenylmethyl)(methyl)amino)-1,2,3,4-tetrahydronaphthalene hydrochloride), CC(=O)O.O (AcOH H2O). Reagents/catalysts: [Zn] (zinc). Conditions: time 5 minute. The product is CC(C)O.Cl (IPA HCl), C1CCCC2=CC=CC=C12 (1,2,3,4-tetrahydronaphthalene). RXN SMILES: [ClH:1].[N+]([C:5]1[CH:14]=[C:13]2[C:8]([CH2:9][CH2:10][CH:11](N(CC3C=CC=CC=3)C)[CH2:12]2)=[CH:7][CH:6]=1)([O-])=O.CC(O)=[O:26].O>[Zn]>[CH3:6][CH:5]([OH:26])[CH3:14].[ClH:1].[CH2:12]1[C:13]2[C:8](=[CH:7][CH:6]=[CH:5][CH:14]=2)[CH2:9][CH2:10][CH2:11]1 |f:0.1,2.3,5.6|. Reported procedure: To 7-nitro-2-((phenylmethyl)(methyl)amino)-1,2,3,4-tetrahydronaphthalene hydrochloride (0.89 g, 2.7 mmol) in 85% AcOH/H2O (75 ml) was added zinc metal (3.5 g, 54.0 mmol). The mixture was stirred for 5 min, filtered through celite, and evaporated to an oil. The oil was dumped into basic water and extracted with chloroform (3×20 ml). The combined extracts were washed with water, dried over MgSO4, filtered and concentrated to an oil. Treatment with IPA/HCl yielded 7-amino-2-((phenyl)methyl)(methyl)... The reactants are CSc1ncc(C#N)c(NC(C)=O)n1, CI, CS(C)=O, [H-], [Na+]. Product: CSc1ncc(C#N)c(N(C)C(C)=O)n1. RXN SMILES: [C:1](#[N:2])[c:3]1[c:4]([NH:11][C:12]([CH3:13])=[O:14])[n:5][c:6]([S:9][CH3:10])[n:7][cH:8]1.[CH3:15][I:16].[CH3:19][S:20]([CH3:21])=[O:22].[H-:18].[Na+:17]>>[C:1](#[N:2])[c:3]1[c:4]([N:11]([C:12]([CH3:13])=[O:14])[CH3:15])[n:5][c:6]([S:9][CH3:10])[n:7][cH:8]1. The reactants are O=C(Cl)C(=O)Cl, O=C(O)c1cc(F)cnc1Cl, ClCCl, CN(C)C=O. The product is NC(=O)c1cc(F)cnc1Cl. As a reaction SMILES: [Cl:17][C:18]([C:19]([Cl:20])=[O:21])=[O:22].[Cl:1][c:2]1[c:3]([C:4](=[O:5])[OH:6])[cH:7][c:8]([F:11])[cH:9][n:10]1.[Cl:23][CH2:24][Cl:25].[O:12]=[CH:13][N:14]([CH3:15])[CH3:16]>>[Cl:1][c:2]1[c:3]([C:4](=[O:5])[NH2:14])[cH:7][c:8]([F:11])[cH:9][n:10]1. The reactants are C(C)(C)(C)C1=CC(=C(C=C1)C=1N([C@@H]([C@@H](N1)C1=CC=C(C=C1)Cl)C1=CC=C(C=C1)Cl)C(=O)Cl)OCC ((4S,5R)-2-(4-tert-butyl-2-ethoxy-phenyl)-4,5-bis-(4-chloro-phenyl)-4,5-dihydro-imidazole-1-carbonyl chloride), N1(CCNCCC1)CC(=O)N1CCOCC1 (2-[1,4]diazepan-1-yl-1-morpholin-4-yl-ethanone). Yields the product Cl.C(C)(C)(C)C1=CC(=C(C=C1)C=1N([C@@H]([C@@H](N1)C1=CC=C(C=C1)Cl)C1=CC=C(C=C1)Cl)C(=O)N1CCN(CCC1)CC(=O)N1CCOCC1)OCC (2-{4-[(4S,5R)-2-(4-tert-Butyl-2-ethoxy-phenyl)-4,5-bis-(4-chloro-phenyl)-4,5-dihydro-imidazole-1-carbonyl]-[1,4]diazepan-1-yl}-1-morpholin-4-yl-ethanone hydrochloride). As a reaction SMILES: [C:1]([C:5]1[CH:10]=[CH:9][C:8]([C:11]2[N:12]([C:30](Cl)=[O:31])[C@H:13]([C:23]3[CH:28]=[CH:27][C:26]([Cl:29])=[CH:25][CH:24]=3)[C@H:14]([C:16]3[CH:21]=[CH:20][C:19]([Cl:22])=[CH:18][CH:17]=3)[N:15]=2)=[C:7]([O:33][CH2:34][CH3:35])[CH:6]=1)([CH3:4])([CH3:3])[CH3:2].[N:36]1([CH2:43][C:44]([N:46]2[CH2:51][CH2:50][O:49][CH2:48][CH2:47]2)=[O:45])[CH2:42][CH2:41][CH2:40][NH:39][CH2:38][CH2:37]1>>[ClH:22].[C:1]([C:5]1[CH:10]=[CH:9][C:8]([C:11]2[N:12]([C:30]([N:39]3[CH2:40][CH2:41][CH2:42][N:36]([CH2:43][C:44]([N:46]4[CH2:47][CH2:48][O:49][CH2:50][CH2:51]4)=[O:45])[CH2:37][CH2:38]3)=[O:31])[C@H:13]([C:23]3[CH:24]=[CH:25][C:26]([Cl:29])=[CH:27][CH:28]=3)[C@H:14]([C:16]3[CH:17]=[CH:18][C:19]([Cl:22])=[CH:20][CH:21]=3)[N:15]=2)=[C:7]([O:33][CH2:34][CH3:35])[CH:6]=1)([CH3:4])([CH3:2])[CH3:3] |f:2.3|. Procedure: 2-{4-[(4S,5R)-2-(4-tert-Butyl-2-ethoxy-phenyl)-4,5-bis-(4-chloro-phenyl)-4,5-dihydro-imidazole-1-carbonyl]-[1,4]diazepan-1-yl}-1-morpholin-4-yl-ethanone hydrochloride was prepared from (4S,5R)-2-(4-tert-butyl-2-ethoxy-phenyl)-4,5-bis-(4-chloro-phenyl)-4,5-dihydro-imidazole-1-carbonyl chloride (example 11) and 2-[1,4]diazepan-1-yl-1-morpholin-4-yl-ethanone (example 20a) in an analogous manner as described in example 25. LR-MS: 720.5 [(M+H)+] The reactants are Br, Cc1ccc(C=CCC(C)N(C)C(=O)OC(C)(C)C)cc1N. Yields the product CNC(C)CC=Cc1ccc(C)c(N)c1. RXN SMILES: [BrH:23].[CH3:1][N:2]([CH:3]([CH3:4])[CH2:5][CH:6]=[CH:7][c:8]1[cH:9][c:10]([NH2:15])[c:11]([CH3:14])[cH:12][cH:13]1)[C:16]([O:17][C:18]([CH3:19])([CH3:20])[CH3:21])=[O:22]>>[CH3:1][NH:2][CH:3]([CH3:4])[CH2:5][CH:6]=[CH:7][c:8]1[cH:9][c:10]([NH2:15])[c:11]([CH3:14])[cH:12][cH:13]1.